Task: describe an organic reaction: reactants, conditions, products, and yield. Dataset: the Open Reaction Database (ORD), a public repository of structured organic reaction records Starting materials: Cc1nc(Cl)c2nc(CCl)n(C(C)CO[Si](C)(C)C(C)(C)C)c2c1C, C1CCOC1, CCCC[N+](CCCC)(CCCC)CCCC, ClCCl, [F-], N#N, [Na+], O=C([O-])O. Product: Cc1nc(Cl)c2nc(CCl)n(C(C)CO)c2c1C. As a reaction SMILES: [C:1]([Si:2]([CH3:3])([CH3:4])[O:6][CH2:7][CH:8]([CH3:9])[n:10]1[c:11]([CH2:22][Cl:23])[n:12][c:13]2[c:14]([Cl:21])[n:15][c:16]([CH3:20])[c:17]([CH3:19])[c:18]12)([CH3:5])([CH3:24])[CH3:25].[CH2:51]1[O:52][CH2:53][CH2:54][CH2:55]1.[CH3:29][CH2:30][CH2:31][CH2:32][N+:33]([CH2:34][CH2:35][CH2:36][CH3:37])([CH2:38][CH2:39][CH2:40][CH3:41])[CH2:42][CH2:43][CH2:44][CH3:45].[Cl:56][CH2:57][Cl:58].[F-:28].[N:26]#[N:27].[Na+:50].[O-:46][C:47]([OH:48])=[O:49]>>[OH:6][CH2:7][CH:8]([CH3:9])[n:10]1[c:11]([CH2:22][Cl:23])[n:12][c:13]2[c:14]([Cl:21])[n:15][c:16]([CH3:20])[c:17]([CH3:19])[c:18]12. Reactants: CC(C)(C)[O-].[K+] (KOt-Bu), BrC=1C=C(C=CC1)C(=O)C1=CC(=CC=C1)Br (bis(3-bromophenyl)methanone), [I-].C[S+](C)C (trimethylsulfonium iodide). Solvent: CS(=O)C (DMSO), C(C)(=O)OCC (ethyl acetate). Reaction conditions: temperature 30 celsius, time 8 hour. The product is BrC=1C=C(C=CC1)C1(OC1)C1=CC(=CC=C1)Br (2,2-bis(3-bromophenyl)oxirane). Reaction SMILES: [CH3:1]C([O-])(C)C.[K+].[Br:7][C:8]1[CH:9]=[C:10]([C:14]([C:16]2[CH:21]=[CH:20][CH:19]=[C:18]([Br:22])[CH:17]=2)=[O:15])[CH:11]=[CH:12][CH:13]=1.[I-].C[S+](C)C>CS(C)=O.C(OCC)(=O)C>[Br:7][C:8]1[CH:9]=[C:10]([C:14]2([C:16]3[CH:21]=[CH:20][CH:19]=[C:18]([Br:22])[CH:17]=3)[CH2:1][O:15]2)[CH:11]=[CH:12][CH:13]=1 |f:0.1,3.4|. Procedure: KOt-Bu (2.72 g, 24.26 mmol) was added to a stirred suspension of bis(3-bromophenyl)methanone (7.5 g, 22.06 mmol) and trimethylsulfonium iodide (4.50 g, 22.06 mmol) in DMSO (20 mL) and the resulting mixture was stirred at 30° C. for 8 h. The mixture was diluted with ethyl acetate (500 mL), washed with water (500 mL×3) and brine (500 mL). The organic layer was separated and evaporated in vacuo to afford the title compound which was used directly without further purification. Reactants: Cl (hydrochloric acid), C(Cl)Cl (methylene chloride), COC1=CC=C(C=C1)NN (p-methoxyphenylhydrazine), C(C)OC(CCCN1C(CCCC1)=O)OCC (1-(4,4-diethoxybutyl)-2-piperidone). Solvent: O (water), O (water), C(C)(=O)O (acetic acid). Conditions: temperature 80 celsius. Product: COC=1C=C2C(=CNC2=CC1)C(C)N1C(CCCC1)=O (1[1(5-methoxy-3-indolyl)-ethyl]2-piperidone). RXN SMILES: Cl.[CH3:2][O:3][C:4]1[CH:9]=[CH:8][C:7]([NH:10]N)=[CH:6][CH:5]=1.C(OC(OCC)[CH2:16][CH2:17][CH2:18][N:19]1[CH2:24][CH2:23][CH2:22][CH2:21][C:20]1=[O:25])C.[CH2:29](Cl)Cl>O.C(O)(=O)C>[CH3:2][O:3][C:4]1[CH:9]=[C:8]2[C:7](=[CH:6][CH:5]=1)[NH:10][CH:16]=[C:17]2[CH:18]([N:19]1[CH2:24][CH2:23][CH2:22][CH2:21][C:20]1=[O:25])[CH3:29]. Reported procedure: One heats to 80° C a solution consisting of 140 mls of water, 60 mls of acetic acid and 40 mls of normal hydrochloric acid. One then adds 5.52 g of p-methoxyphenylhydrazine followed by 9.7 g of 1-(4,4-diethoxybutyl)-2-piperidone. The solution is maintained at 80° C for 2 hours. It is then cooled to 5° C and then one adds 200 mls of water and 150 mls of methylene chloride. After decanting, the aqueous phase is extracted again with 200 mls of methylene chloride. The organic phases are combined, wa... The reactants are [Li]CCCC, CCOCC, CC(CN1CCCCC1CC1CCCCC1)c1cccc(C(O)c2c(Cl)cccc2Cl)c1, CC(CN1CCCCC1CC1CCCCC1)c1cccc(Br)c1. RXN SMILES: [CH2:56]([Li:57])[CH2:58][CH2:59][CH3:60].[CH3:61][CH2:62][O:63][CH2:64][CH3:65].[CH:1]1([CH2:2][CH:3]2[CH2:4][CH2:5][CH2:6][CH2:7][N:8]2[CH2:9][CH:10]([c:11]2[cH:12][cH:13][cH:14][c:15]([CH:23]([c:24]3[c:25]([Cl:31])[cH:26][cH:27][cH:28][c:29]3[Cl:30])[OH:32])[cH:16]2)[CH3:17])[CH2:18][CH2:19][CH2:20][CH2:21][CH2:22]1.[CH:33]1([CH2:34][CH:35]2[CH2:36][CH2:37][CH2:38][CH2:39][N:40]2[CH2:41][CH:42]([c:43]2[cH:44][cH:45][cH:46][c:47]([Br:48])[cH:49]2)[CH3:50])[CH2:51][CH2:52][CH2:53][CH2:54][CH2:55]1>>[CH:23]([c:24]1[c:25]([Cl:31])[cH:26][cH:27][cH:28][c:29]1[Cl:30])=[O:32]. The product is O=Cc1c(Cl)cccc1Cl. The reactants are ClC1=CC=C2C(=CC=NC2=C1)N1CCN(CC1)C(=O)NC1CC(CCCC1)O (4-(7-chloro-4-quinolinyl)-N-(3-hydroxycycloheptyl)-1-piperazinecarboxamide), [H-].[Na+] (NaH), CI (MeI). The solvent is CN(C)C=O (DMF). Conditions: time 30 minute. The product is ClC1=CC=C2C(=CC=NC2=C1)N1CCN(CC1)C(=O)NC1CC(CCCC1)OC (4-(7-Chloro-4-quinolinyl)-N-(3-methoxycycloheptyl)-1-piperazinecarboxamide). RXN SMILES: [Cl:1][C:2]1[CH:11]=[C:10]2[C:5]([C:6]([N:12]3[CH2:17][CH2:16][N:15]([C:18]([NH:20][CH:21]4[CH2:27][CH2:26][CH2:25][CH2:24][CH:23]([OH:28])[CH2:22]4)=[O:19])[CH2:14][CH2:13]3)=[CH:7][CH:8]=[N:9]2)=[CH:4][CH:3]=1.[H-].[Na+].[CH3:31]I>CN(C=O)C>[Cl:1][C:2]1[CH:11]=[C:10]2[C:5]([C:6]([N:12]3[CH2:17][CH2:16][N:15]([C:18]([NH:20][CH:21]4[CH2:27][CH2:26][CH2:25][CH2:24][CH:23]([O:28][CH3:31])[CH2:22]4)=[O:19])[CH2:14][CH2:13]3)=[CH:7][CH:8]=[N:9]2)=[CH:4][CH:3]=1 |f:1.2|. Procedure details: To a stirred solution of 4-(7-chloro-4-quinolinyl)-N-(3-hydroxycycloheptyl)-1-piperazinecarboxamide (30 mg, 0.074 mmol) in DMF (3 mL) was added NaH (8.9 gm, 0.37 mmol) at rt. After 30 min, MeI (11.5 mg, 0.09 mmol) was added, and the reaction mixture was heated at rt for 2 h. After cooling to rt, the reaction mixture was quenched with MeOH, then poured into water (100 mL). The reaction mixture was extracted with EtOAc, washed with brine, and dried over Na2SO4. Concentration in vacuo followed by f... The reactants are CC(C)(C)O, C[S+](C)CCCl, O=C(Cc1cccnc1)c1ccc(Cl)cc1Cl, [I-], [I-], [Na+], O. As a reaction SMILES: [C:28]([OH:29])([CH3:30])([CH3:31])[CH3:32].[Cl:19][CH2:20][CH2:21][S+:22]([CH3:23])[CH3:24].[Cl:1][c:2]1[c:3]([C:9]([CH2:10][c:11]2[cH:12][n:13][cH:14][cH:15][cH:16]2)=[O:17])[cH:4][cH:5][c:6]([Cl:8])[cH:7]1.[I-:18].[I-:26].[Na+:25].[OH2:27]>>[Cl:1][c:2]1[c:3]([C:9]([C:10]2([c:11]3[cH:12][n:13][cH:14][cH:15][cH:16]3)[CH2:20][CH2:21]2)=[O:17])[cH:4][cH:5][c:6]([Cl:8])[cH:7]1. Product: O=C(c1ccc(Cl)cc1Cl)C1(c2cccnc2)CC1.